This data is from the Open Reaction Database (ORD), a public repository of structured organic reaction records. The task is: describe an organic reaction: reactants, conditions, products, and yield Starting materials: CC(=O)O, CSc1c(C(F)(F)F)ccc(C(=O)O)c1C, OO. Yields the product Cc1c(C(=O)O)ccc(C(F)(F)F)c1S(C)=O. RXN SMILES: [CH3:19][C:20](=[O:21])[OH:22].[CH3:1][c:2]1[c:3]([C:4](=[O:5])[OH:6])[cH:7][cH:8][c:9]([C:13]([F:14])([F:15])[F:16])[c:10]1[S:11][CH3:12].[OH:17][OH:18]>>[CH3:1][c:2]1[c:3]([C:4](=[O:5])[OH:6])[cH:7][cH:8][c:9]([C:13]([F:14])([F:15])[F:16])[c:10]1[S:11]([CH3:12])=[O:17].